The task is: describe an organic reaction: reactants, conditions, products, and yield. This data is from the Open Reaction Database (ORD), a public repository of structured organic reaction records. The reactants are NC=1C=CC(=C(C(=O)OC)C1)Cl (methyl 5-amino-2-chloro-benzoate), TEA, CC1=C(C(=O)Cl)C=C(C=C1)CNC(=O)C1(CCCCC1)C (2-methyl-5-[(1-methylcyclohexylcarbonylamino)methyl]benzoyl chloride). The solvent is C1CCOC1 (THF), C1CCOC1 (THF). Run at time 8 hour. Yields the product ClC1=C(C=C(C=C1)NC(C1=C(C=CC(=C1)CNC(=O)C1(CCCCC1)C)C)=O)C(=O)OC (N-(4-Chloro-3-methoxycarbonyl-phenyl)-2-methyl-5-[(1-methylcyclohexylcarbonylamino)methyl]-benzamide). Reaction SMILES: [CH3:1][C:2]1[CH:10]=[CH:9][C:8]([CH2:11][NH:12][C:13]([C:15]2([CH3:21])[CH2:20][CH2:19][CH2:18][CH2:17][CH2:16]2)=[O:14])=[CH:7][C:3]=1[C:4](Cl)=[O:5].[NH2:22][C:23]1[CH:24]=[CH:25][C:26]([Cl:33])=[C:27]([CH:32]=1)[C:28]([O:30][CH3:31])=[O:29]>C1COCC1>[Cl:33][C:26]1[CH:25]=[CH:24][C:23]([NH:22][C:4](=[O:5])[C:3]2[CH:7]=[C:8]([CH2:11][NH:12][C:13]([C:15]3([CH3:21])[CH2:20][CH2:19][CH2:18][CH2:17][CH2:16]3)=[O:14])[CH:9]=[CH:10][C:2]=2[CH3:1])=[CH:32][C:27]=1[C:28]([O:30][CH3:31])=[O:29]. Procedure details: A mixture of 2-methyl-5-[(1-methylcyclohexylcarbonylamino)methyl]benzoyl chloride (0.266 g, 0.864 mmol) in 5 mL THF was added to methyl 5-amino-2-chloro-benzoate (0.160 g, 0.864 mmol) and 0.42 mL TEA in 10 mL THF. The mixture was stirred overnight and concentrated. EtOAc was added to the residue and the organic phase was washed with water and 2 M aq. HCl solution and dried with Na2SO4. The crude mixture was purified via MPLC. Yield: 0.21 g (53%). MS [M+H]+=457 (Cl isotope pattern); TLC: Rf=0.44 ... Starting materials: C(C)OC(=O)C1(CC1)C1=CC=C(C=C1)C1=CC=C(C=C1)C1=C(C(=NO1)CC)N (1-[4′-(4-amino-3-ethyl-isoxazol-5-yl)-biphenyl-4-yl]-cyclopropanecarboxylic acid ethyl ester), BrC1=NC(=CC=C1)C1=CC=CC=C1 (2-bromo-6-phenyl-pyridine). Yields the product C(C)OC(=O)C1(CC1)C1=CC=C(C=C1)C1=CC=C(C=C1)C1=C(C(=NO1)CC)NC1=NC(=CC=C1)C1=CC=CC=C1 (1-{4′-[3-Ethyl-4-(6-phenyl-pyridin-2-ylamino)-isoxazol-5-yl]-biphenyl-4-yl}-cyclopropanecarboxylic acid ethyl ester). As a reaction SMILES: [CH2:1]([O:3][C:4]([C:6]1([C:9]2[CH:14]=[CH:13][C:12]([C:15]3[CH:20]=[CH:19][C:18]([C:21]4[O:25][N:24]=[C:23]([CH2:26][CH3:27])[C:22]=4[NH2:28])=[CH:17][CH:16]=3)=[CH:11][CH:10]=2)[CH2:8][CH2:7]1)=[O:5])[CH3:2].Br[C:30]1[CH:35]=[CH:34][CH:33]=[C:32]([C:36]2[CH:41]=[CH:40][CH:39]=[CH:38][CH:37]=2)[N:31]=1>>[CH2:1]([O:3][C:4]([C:6]1([C:9]2[CH:10]=[CH:11][C:12]([C:15]3[CH:20]=[CH:19][C:18]([C:21]4[O:25][N:24]=[C:23]([CH2:26][CH3:27])[C:22]=4[NH:28][C:30]4[CH:35]=[CH:34][CH:33]=[C:32]([C:36]5[CH:37]=[CH:38][CH:39]=[CH:40][CH:41]=5)[N:31]=4)=[CH:17][CH:16]=3)=[CH:13][CH:14]=2)[CH2:8][CH2:7]1)=[O:5])[CH3:2]. Procedure: Prepared according to the procedure described in Example 68, Step 2, using 1-[4′-(4-amino-3-ethyl-isoxazol-5-yl)-biphenyl-4-yl]-cyclopropanecarboxylic acid ethyl ester and 2-bromo-6-phenyl-pyridine. Reactants: Cc1ccc(C)cc1, CS(C)=O, N#Cc1ccccc1Cl, Cl[Pd]Cl, [F-], [K+], O, OCC(O)CO, Cc1ccc(B(O)O)cc1. The product is Cc1ccc(-c2ccccc2C#N)cc1. RXN SMILES: [CH3:22][c:23]1[cH:24][cH:25][c:26]([CH3:27])[cH:28][cH:29]1.[CH3:37][S:38]([CH3:39])=[O:40].[Cl:1][c:2]1[c:3]([C:4]#[N:5])[cH:6][cH:7][cH:8][cH:9]1.[Cl:41][Pd:42][Cl:43].[F-:20].[K+:21].[OH2:36].[OH:30][CH2:31][CH:32]([CH2:33][OH:34])[OH:35].[c:10]1([CH3:19])[cH:11][cH:12][c:13]([B:16]([OH:17])[OH:18])[cH:14][cH:15]1>>[c:2]1(-[c:13]2[cH:12][cH:11][c:10]([CH3:19])[cH:15][cH:14]2)[c:3]([C:4]#[N:5])[cH:6][cH:7][cH:8][cH:9]1. The reactants are FC(C=1C=C(C=CC1)\C=N\C(OC(C)(C)C)=O)(F)F (tert-Butyl {(E)-[3-(trifluoromethyl)phenyl]methylidene}carbamate), [N+](=O)([O-])C (nitromethane), C(C)(C)N(C(C)C)CC (N,N-diisopropylethylamine). Solvent: C(C)(=O)OCC (ethyl acetate). Run at time 2 hour. The product is [N+](=O)([O-])CC(C1=CC(=CC=C1)C(F)(F)F)NC(OC(C)(C)C)=O (tert-Butyl {2-nitro-1-[3-(trifluoromethyl)phenyl]ethyl}carbamate). Reaction SMILES: [F:1][C:2]([F:19])([F:18])[C:3]1[CH:4]=[C:5](/[CH:9]=[N:10]/[C:11](=[O:17])[O:12][C:13]([CH3:16])([CH3:15])[CH3:14])[CH:6]=[CH:7][CH:8]=1.C(N(CC)C(C)C)(C)C.[N+:29]([CH3:32])([O-:31])=[O:30]>C(OCC)(=O)C>[N+:29]([CH2:32][CH:9]([NH:10][C:11](=[O:17])[O:12][C:13]([CH3:16])([CH3:14])[CH3:15])[C:5]1[CH:6]=[CH:7][CH:8]=[C:3]([C:2]([F:18])([F:19])[F:1])[CH:4]=1)([O-:31])=[O:30]. Reported procedure: Of the compound from Example 11A, 3.6 g (13.17 mmol) were introduced in 26 ml of nitromethane and admixed with 0.69 ml (3.95 mmol) of N,N-diisopropylethylamine. The mixture was stirred at RT for 2 h. The reaction mixture was diluted with ethyl acetate and washed in succession twice each with 1N hydrochloric acid and saturated aqueous sodium hydrogen carbonate solution, and then with saturated aqueous sodium chloride solution, dried over sodium sulphate and concentrated on a rotary evaporator. Th...